Dataset: the Open Reaction Database (ORD), a public repository of structured organic reaction records. Task: describe an organic reaction: reactants, conditions, products, and yield The reactants are CCOc1ccc(C(C)(C)COCc2cccc(Oc3ccccc3)c2)cc1, CCOc1ccc(C(C)(C)COCc2cccc(Oc3ccccc3)c2)cc1Cl, c1ccccc1. Product: CCOc1ccc(C(C)(C)CO)cc1, Cc1cccc(Oc2ccccc2)c1. Reaction SMILES: [CH2:1]([CH3:2])[O:3][c:4]1[cH:5][cH:6][c:7]([C:10]([CH2:11][O:12][CH2:13][c:14]2[cH:15][c:16]([O:20][c:21]3[cH:22][cH:23][cH:24][cH:25][cH:26]3)[cH:17][cH:18][cH:19]2)([CH3:27])[CH3:28])[cH:8][cH:9]1.[Cl:29][c:30]1[cH:31][c:32]([C:33]([CH3:34])([CH3:35])[CH2:36][O:37][CH2:38][c:39]2[cH:40][cH:41][cH:42][c:43]([O:44][c:45]3[cH:46][cH:47][cH:48][cH:49][cH:50]3)[cH:51]2)[cH:52][cH:53][c:54]1[O:55][CH2:56][CH3:57].[cH:58]1[cH:59][cH:60][cH:61][cH:62][cH:63]1>>[CH2:1]([CH3:2])[O:3][c:4]1[cH:5][cH:6][c:7]([C:10]([CH2:11][OH:12])([CH3:27])[CH3:28])[cH:8][cH:9]1.[CH3:13][c:14]1[cH:15][c:16]([O:20][c:21]2[cH:22][cH:23][cH:24][cH:25][cH:26]2)[cH:17][cH:18][cH:19]1. Reactants: [F-].C(CCC)[N+](CCCC)(CCCC)CCCC (Tetrabutylammonium fluoride), C(C)(C)(C)OC(=O)N(C(=O)OC(C)(C)C)C1=NC=C(C(=C1)C)C(O[SiH2]C(C)(C)C)(C)C (2-[N,N-bis(tert-butoxycarbonyl)amino]-5-(tert-butyl-dimethyl-silanyloxymethyl)-4-methylpyridin). Run in C1CCOC1 (THF). Run at time 3 hour. The product is C(C)(C)(C)OC(=O)N(C(=O)OC(C)(C)C)C1=NC=C(C(=C1)C)CO (2-[N,N-bis(tert-butoxycarbonyl)amino]-5-hydroxymethyl-4-methylpyridin). The yield is 60.8%. Reaction SMILES: [F-].C([N+](CCCC)(CCCC)CCCC)CCC.[C:19]([O:23][C:24]([N:26]([C:34]1[CH:39]=[C:38]([CH3:40])[C:37]([C:41](C)(C)[O:42][SiH2]C(C)(C)C)=[CH:36][N:35]=1)[C:27]([O:29][C:30]([CH3:33])([CH3:32])[CH3:31])=[O:28])=[O:25])([CH3:22])([CH3:21])[CH3:20]>C1COCC1>[C:19]([O:23][C:24]([N:26]([C:34]1[CH:39]=[C:38]([CH3:40])[C:37]([CH2:41][OH:42])=[CH:36][N:35]=1)[C:27]([O:29][C:30]([CH3:33])([CH3:32])[CH3:31])=[O:28])=[O:25])([CH3:20])([CH3:21])[CH3:22] |f:0.1|. Procedure: Tetrabutylammonium fluoride (13.9 g, 44.1 mmol) was added to a solution of 2-[N,N-bis(tert-butoxycarbonyl)amino]-5-(tert-butyl-dimethyl-silanyloxymethyl)-4-methylpyridin (10.0 g, 24.3 mmol) in THF (100 mL). The reaction mixture was stirred for 3 h at room temperature. Concentration under reduced pressure followed by flash chromatography (hexane/EtOAc, 50:50) gave 2-[N,N-bis(tert-butoxycarbonyl)amino]-5-hydroxymethyl-4-methylpyridin (5.0 g, 67%). The reactants are C(CCC)NC=1OC=C(N1)C (2-butylamino-4-methyloxazole), C(C=C)N=C=O (allyl isocyanate). The solvent is C1=CC=CC=C1 (benzene). Product: C(C=C)NC(=O)N(C=1OC=C(N1)C)CCCC (1-Allyl-3-butyl-3-(4-methyl-2-oxazolyl)urea). As a reaction SMILES: [CH2:1]([NH:5][C:6]1[O:7][CH:8]=[C:9]([CH3:11])[N:10]=1)[CH2:2][CH2:3][CH3:4].[CH2:12]([N:15]=[C:16]=[O:17])[CH:13]=[CH2:14]>C1C=CC=CC=1>[CH2:12]([NH:15][C:16]([N:5]([CH2:1][CH2:2][CH2:3][CH3:4])[C:6]1[O:7][CH:8]=[C:9]([CH3:11])[N:10]=1)=[O:17])[CH:13]=[CH2:14]. Procedure: A solution of 2-butylamino-4-methyloxazole (12.0 g, 0.078 mol) and allyl isocyanate (6.46 g, 0.078 mol) in dry benzene was heated under reflux for 4 hours, and worked up as described in Example 3. The product was further purified by chromatography on a silica-gel column, eluting with a 1:1 mixture of benzene and ethyl acetate. Starting materials: S1C=C(C=C1)C=1C=CC2=C(C=C(CCO2)C(=O)OC)C1 (methyl 7-(3-thienyl)-2,3-dihydro-1-benzoxepine-4-carboxylate), [OH-].[Na+] (sodium hydroxide). Solvent: C1CCOC1 (THF), CO (methanol). Reaction conditions: time 3 hour. Product: S1C=C(C=C1)C=1C=CC2=C(C=C(CCO2)C(=O)O)C1 (7-(3-thienyl)-2,3-dihydro-1-benzoxepine-4-carboxylic acid). The yield is 86.2%. As a reaction SMILES: [S:1]1[CH:5]=[CH:4][C:3]([C:6]2[CH:7]=[CH:8][C:9]3[O:15][CH2:14][CH2:13][C:12]([C:16]([O:18]C)=[O:17])=[CH:11][C:10]=3[CH:20]=2)=[CH:2]1.[OH-].[Na+]>C1COCC1.CO>[S:1]1[CH:5]=[CH:4][C:3]([C:6]2[CH:7]=[CH:8][C:9]3[O:15][CH2:14][CH2:13][C:12]([C:16]([OH:18])=[O:17])=[CH:11][C:10]=3[CH:20]=2)=[CH:2]1 |f:1.2|. Procedure: In THF (24 ml) and methanol (6 ml) was dissolved methyl 7-(3-thienyl)-2,3-dihydro-1-benzoxepine-4-carboxylate (610 mg), and to the mixture was added 1N sodium hydroxide (12 ml). The mixture was stirred at room temperature for 3 hours. Under reduced pressure, the organic solvent was removed, and to the residue was added ethyl acetate. The mixture was extracted with water, and to the aqueous layer was added 6N hydrochloric acid to make the solution pH 4-5, which was extracted with ethyl acetate, w... Reactants: BrC=1C(=C(C(=NC1C)C)[C@@H](C(=O)OC(C)C)O)N1CC(CC1)C1CC1 ((2S)-isopropyl 2-(5-bromo-4-(3-cyclopropylpyrrolidin-1-yl)-2,6-dimethylpyridin-3-yl)-2-hydroxyacetate), HClO4. Solvent: C(Cl)Cl (DCM), C(Cl)Cl (DCM). Reaction conditions: time 18 hour. The product is BrC=1C(=C(C(=NC1C)C)[C@@H](C(=O)OC(C)C)OC(C)(C)C)N1CC(CC1)C1CC1 ((2S)-isopropyl 2-(5-bromo-4-(3-cyclopropylpyrrolidin-1-yl)-2,6-dimethylpyridin-3-yl)-2-(tert-butoxy)acetate). The yield is 88.2%. As a reaction SMILES: [Br:1][C:2]1[C:3]([N:18]2[CH2:22][CH2:21][CH:20]([CH:23]3[CH2:25][CH2:24]3)[CH2:19]2)=[C:4]([C@H:10]([OH:17])[C:11]([O:13][CH:14]([CH3:16])[CH3:15])=[O:12])[C:5]([CH3:9])=[N:6][C:7]=1[CH3:8]>C(Cl)Cl>[Br:1][C:2]1[C:3]([N:18]2[CH2:22][CH2:21][CH:20]([CH:23]3[CH2:25][CH2:24]3)[CH2:19]2)=[C:4]([C@H:10]([O:17][C:4]([CH3:10])([CH3:5])[CH3:3])[C:11]([O:13][CH:14]([CH3:16])[CH3:15])=[O:12])[C:5]([CH3:9])=[N:6][C:7]=1[CH3:8]. Procedure: The isobutylene gas was bubbled into a nitrogen purged, cooled (0° C.) solution of (2S)-isopropyl 2-(5-bromo-4-(3-cyclopropylpyrrolidin-1-yl)-2,6-dimethylpyridin-3-yl)-2-hydroxyacetate (525 mg, 1.28 mmol) and 0.15 mL of 70% HClO4 in DCM (10 mL) for 20 min. The reaction mixture was allowed to warm to rt and stirred for 18 h in a pressure sealed vessel, diluted with DCM, washed with 1M Na2CO3 solution, and dried over MgSO4. The crude product was charged (DCM) to a 40 g ISCO silica gel cartridge an... Yields the product COc1ccc(NC(=O)C(C)c2ccc(-c3ccccc3)c(F)c2)cc1C. The reactants are CC(C(=O)O)c1ccc(-c2ccccc2)c(F)c1, COc1ccc(N)cc1C. Run at temperature 25 celsius, time 2 hour. Solvent: CN(C)C=O (DMF), CN(C)C=O (DMF), CN(C)C=O (DMF), CN(C)C=O (DMF), CN(C)C=O (DMF), CN(C)C=O (DMF). The reagents and catalysts are CCOC(=O)C(=NO[P+](N1CCCC1)(N2CCCC2)N3CCCC3)C#N.F[P-](F)(F)(F)(F)F (PyOxim), CCN(C(C)C)C(C)C (DIPEA). Isolated yield 81.4%. Reaction SMILES: COc1ccc(N)cc1C.CC(C(=O)O)c1ccc(-c2ccccc2)c(F)c1.CCOC(=O)C(=NO[P+](N1CCCC1)(N2CCCC2)N3CCCC3)C#N.F[P-](F)(F)(F)(F)F.CCN(C(C)C)C(C)C.CN(C)C=O>>COc1ccc(NC(=O)C(C)c2ccc(-c3ccccc3)c(F)c2)cc1C. Starting materials: B(OC)(OC)OC (trimethyl borate), FC1=NC(=CC=C1)C1=CC=C(C=C1)CCCCCCCCC (2-fluoro-6-(4-nonylphenyl)pyridine), C(C)(C)[N-]C(C)C.[Li+] (lithium diisopropylamide), Cl (hydrochloric acid). Run in O1CCCC1 (tetrahydrofuran), O (water), C1CCOC1 (THF), O1CCCC1 (tetrahydrofuran). Reaction conditions: time 4 hour. Yields the product FC1=NC(=CC=C1B(O)O)C1=CC=C(C=C1)CCCCCCCCC (2-fluoro-6-(4-nonylphenyl)pyridine-3-boronic acid). The yield is 28.8%. Reaction SMILES: [F:1][C:2]1[CH:7]=[CH:6][CH:5]=[C:4]([C:8]2[CH:13]=[CH:12][C:11]([CH2:14][CH2:15][CH2:16][CH2:17][CH2:18][CH2:19][CH2:20][CH2:21][CH3:22])=[CH:10][CH:9]=2)[N:3]=1.C([N-]C(C)C)(C)C.[Li+].[B:31](OC)([O:34]C)[O:32]C.Cl>C1COCC1.O>[F:1][C:2]1[C:7]([B:31]([OH:34])[OH:32])=[CH:6][CH:5]=[C:4]([C:8]2[CH:9]=[CH:10][C:11]([CH2:14][CH2:15][CH2:16][CH2:17][CH2:18][CH2:19][CH2:20][CH2:21][CH3:22])=[CH:12][CH:13]=2)[N:3]=1 |f:1.2|. Procedure details: A solution of 100 mol of 2-fluoro-6-(4-nonylphenyl)pyridine in 500 ml of dry THF is added dropwise to a solution of 110 mmol of lithium diisopropylamide in 100 ml of dry tetrahydrofuran at −70° C. under a protective gas atmosphere. The mixture is stirred for an additional 4 h at this temperature. A solution of 200 mmol of trimethyl borate in 40 ml of dry tetrahydrofuran is then added dropwise at a temperature of less than −60° C. The reaction mixture is then slowly warmed up to room temperature,... Reactants: N1N=CN=C1 (1,2,4-triazole), ClC=1N=C(C2=C(N1)SC=C2C)NCC2=CC(=C(C=C2)Cl)Cl (2-chloro-5-methyl-4-(3,4-dichlorobenzylamino)-thieno-[2,3-d]-pyrimidine). Product: N1(N=CN=C1)C=1N=C(C2=C(N1)SC=C2C)NCC2=CC(=C(C=C2)Cl)Cl (2-(1,2,4-triazol-1-yl)-5-methyl-4-(3,4-dichlorobenzylamino)-thieno-[2,3-d]-pyrimidine). Reaction SMILES: [NH:1]1[CH:5]=[N:4][CH:3]=[N:2]1.Cl[C:7]1[N:8]=[C:9]([NH:17][CH2:18][C:19]2[CH:24]=[CH:23][C:22]([Cl:25])=[C:21]([Cl:26])[CH:20]=2)[C:10]2[C:15]([CH3:16])=[CH:14][S:13][C:11]=2[N:12]=1>>[N:1]1([C:7]2[N:8]=[C:9]([NH:17][CH2:18][C:19]3[CH:24]=[CH:23][C:22]([Cl:25])=[C:21]([Cl:26])[CH:20]=3)[C:10]3[C:15]([CH3:16])=[CH:14][S:13][C:11]=3[N:12]=2)[CH:5]=[N:4][CH:3]=[N:2]1. Procedure details: Following the procedure of Example 97, the reaction of 1,2,4-triazole with 2-chloro-5-methyl-4-(3,4-dichlorobenzylamino)-thieno-[2,3-d]-pyrimidine gives 2-(1,2,4-triazol-1-yl)-5-methyl-4-(3,4-dichlorobenzylamino)-thieno-[2,3-d]-pyrimidine. Starting materials: CC(C)(C)N(C([O-])=O)[C@@H]1C[C@H](C1)OC1=CC(=C(C(=C1)F)C(C)(C)C)F (1,1-dimethylethyl(trans-3-{[4-(1,1-dimethylethyl)-3,5-difluorophenyl]oxy}cyclobutyl)carbamate), O1CCOCC1 (dioxane). Solvent: Cl (HCl). Yields the product CC(C)(C)C1=C(C=C(C=C1F)O[C@@H]1C[C@H](C1)N)F (trans-3-{[4-(1,1-dimethylethyl)-3,5-difluorophenyl]oxy}cyclobutanamine). Isolated yield 77.1%. Reaction SMILES: CC([N:5]([C@H:9]1[CH2:12][C@H:11]([O:13][C:14]2[CH:19]=[C:18]([F:20])[C:17]([C:21]([CH3:24])([CH3:23])[CH3:22])=[C:16]([F:25])[CH:15]=2)[CH2:10]1)C(=O)[O-])(C)C.O1CCOCC1>Cl>[CH3:24][C:21]([C:17]1[C:16]([F:25])=[CH:15][C:14]([O:13][C@H:11]2[CH2:10][C@H:9]([NH2:5])[CH2:12]2)=[CH:19][C:18]=1[F:20])([CH3:22])[CH3:23]. Reported procedure: 1,1-dimethylethyl(trans-3-{[4-(1,1-dimethylethyl)-3,5-difluorophenyl]oxy}cyclobutyl)carbamate (257 mg, 0.723 mmol) was stirred in 4M HCl in dioxane (5 mL, 20 mmol) overnight and then concentrated in vacuo and loaded onto an SCX cartridge (10 g) and eluted with MeOH (3 column volumes) and then flushed with ammonia in MeOH. Concentration of the product containing fractions in vacuo gave the title compound (142.3 mg).